From a dataset of the Open Reaction Database (ORD), a public repository of structured organic reaction records. describe an organic reaction: reactants, conditions, products, and yield Reactants: CO, CC(C)OC(C)C, [Cl-], [NH4+], O, [Zn], COc1ccccc1C1(O)C(O)CC(c2ccccc2)(c2ccccc2)C2CN(C(=O)Cc3ccc([N+](=O)[O-])cc3)CC21. The product is COc1ccccc1C1(O)C(O)CC(c2ccccc2)(c2ccccc2)C2CN(C(=O)Cc3ccc(N)cc3)CC21. RXN SMILES: [CH3:47][OH:48].[CH:49]([O:50][CH:51]([CH3:52])[CH3:53])([CH3:54])[CH3:55].[Cl-:45].[NH4+:46].[OH2:44].[Zn:56].[c:1]1([C:7]2([c:38]3[cH:39][cH:40][cH:41][cH:42][cH:43]3)[CH2:8][CH:9]([OH:37])[C:10]([OH:28])([c:29]3[c:30]([O:35][CH3:36])[cH:31][cH:32][cH:33][cH:34]3)[CH:11]3[CH2:12][N:13]([C:16]([CH2:17][c:18]4[cH:19][cH:20][c:21]([N+:24]([O-:25])=[O:26])[cH:22][cH:23]4)=[O:27])[CH2:14][CH:15]23)[cH:2][cH:3][cH:4][cH:5][cH:6]1>>[c:1]1([C:7]2([c:38]3[cH:39][cH:40][cH:41][cH:42][cH:43]3)[CH2:8][CH:9]([OH:37])[C:10]([OH:28])([c:29]3[c:30]([O:35][CH3:36])[cH:31][cH:32][cH:33][cH:34]3)[CH:11]3[CH2:12][N:13]([C:16]([CH2:17][c:18]4[cH:19][cH:20][c:21]([NH2:24])[cH:22][cH:23]4)=[O:27])[CH2:14][CH:15]23)[cH:2][cH:3][cH:4][cH:5][cH:6]1. Reactants: C(C1=CC=CC=C1)(=O)OC=1C=CC(=C(C(=O)O)C1)C(C1=CC(=C(C(=C1)OC)OC)OC)=O (5-benzoyloxy-2-(3,4,5-trimethoxybenzoyl)benzoic acid), 1-ethyl-3-(3-dimethylaminopropyl)carbodiimido hydrochloride, ON1N=NC2=C1C=CC=C2 (1-hydroxybenzotriazole), O (water). Solvent: CN(C=O)C (N,N-dimethylformamide). Run at time 8 hour. Yields the product C(C1=CC=CC=C1)OC1=CC=C2C(NC(C2=C1)=O)(C1=CC(=C(C(=C1)OC)OC)OC)O (6-benzyloxy-3-hydroxy-3-(3,4,5-trimethoxyphenyl)-2,3-dihydroisoindol-1-one). The yield is 96.7%. As a reaction SMILES: [C:1]([O:9][C:10]1[CH:11]=[CH:12][C:13]([C:19](=[O:32])[C:20]2[CH:25]=[C:24]([O:26][CH3:27])[C:23]([O:28][CH3:29])=[C:22]([O:30][CH3:31])[CH:21]=2)=[C:14]([CH:18]=1)[C:15](O)=[O:16])(=O)[C:2]1[CH:7]=[CH:6][CH:5]=[CH:4][CH:3]=1.O[N:34]1C2C=CC=CC=2N=N1.O>CN(C)C=O>[CH2:1]([O:9][C:10]1[CH:18]=[C:14]2[C:13]([C:19]([OH:32])([C:20]3[CH:25]=[C:24]([O:26][CH3:27])[C:23]([O:28][CH3:29])=[C:22]([O:30][CH3:31])[CH:21]=3)[NH:34][C:15]2=[O:16])=[CH:12][CH:11]=1)[C:2]1[CH:7]=[CH:6][CH:5]=[CH:4][CH:3]=1. Procedure: A mixture of 5-benzoyloxy-2-(3,4,5-trimethoxybenzoyl)benzoic acid 50 mg, 14.8M aqueous ammonia 50 μl, 1-ethyl-3-(3-dimethylaminopropyl)carbodiimido hydrochloride 68 mg and 1-hydroxybenzotriazole 15.9 mg is dissolved under ice cooling in N,N-dimethylformamide 2 ml and the mixture is stirred overnight at room temperature. To the reaction mixture is added water. The mixture is extracted with ethyl acetate and the extract is washed with water and dried, followed by removal of the solvent. The residu... Solvent: C(C)OCC (diethyl ether). Reported procedure: 300 g (1.94 moles) of 4-chloroacetophenone are added dropwise to a suspension of 105 g (1.94 moles) of sodium methylate in 1.7 l of diethyl ether. 144 g (1.94 moles) of ethyl formate are added dropwise at room temperature, with cooling. The reaction mixture is stirred under reflux for 3 hours and cooled to room temperature and the precipitate is filtered off with suction. The precipitate is dissolved in water, the pH value is brought to 1-2 with dilute hydrochloric acid, the mixture is extracted... Reaction SMILES: [CH3:1][C:2]([C:4]1[CH:9]=[CH:8][C:7]([Cl:10])=[CH:6][CH:5]=1)=[O:3].C[O-].[Na+].[CH:14](OCC)=[O:15]>C(OCC)C>[OH:15][CH:14]=[CH:1][C:2]([C:4]1[CH:9]=[CH:8][C:7]([Cl:10])=[CH:6][CH:5]=1)=[O:3] |f:1.2|. The product is OC=CC(=O)C1=CC=C(C=C1)Cl (4-chlorophenyl hydroxyvinyl ketone). Starting materials: CC(=O)C1=CC=C(C=C1)Cl (4-chloroacetophenone), C[O-].[Na+] (sodium methylate), C(=O)OCC (ethyl formate). Yield: 61.0%. The reactants are CC(C)(C)O, Cc1nc(I)c(C)n1-c1ccnc(Cl)c1, [K+], [OH-]. The product is Cc1nc(I)c(C)n1-c1cc[nH]c(=O)c1. Reaction SMILES: [CH3:18][C:19]([OH:20])([CH3:21])[CH3:22].[Cl:1][c:2]1[n:3][cH:4][cH:5][c:6](-[n:8]2[c:9]([CH3:15])[n:10][c:11]([I:14])[c:12]2[CH3:13])[cH:7]1.[K+:17].[OH-:16]>>[c:2]1(=[O:16])[nH:3][cH:4][cH:5][c:6](-[n:8]2[c:9]([CH3:15])[n:10][c:11]([I:14])[c:12]2[CH3:13])[cH:7]1. Starting materials: FC(C(=O)OCC)(C=CC)F (ethyl α,α-difluoropentenoate), [Li+].[OH-] (LiOH), Cl (HCl). Solvent: O (H2O), O (H2O). The product is FC(C(=O)O)(CC=C)F (2,2-Difluoro-4-pentenoic acid). The yield is 88.0%. Reaction SMILES: [F:1][C:2]([F:11])([CH:8]=[CH:9][CH3:10])[C:3]([O:5]CC)=[O:4].[Li+].[OH-].Cl>O>[F:1][C:2]([F:11])([CH2:8][CH:9]=[CH2:10])[C:3]([OH:5])=[O:4] |f:1.2|. Procedure: To a solution of ethyl α,α-difluoropentenoate 8b (80 g, 0.49 mol, U.S. Pat. No. 4,847,401, issued Jul. 11, 1989) in H2O (80 mL) is added LiOH (20.9 g, 0.5 mol) over 5 min at 0°-5° C. The reaction mixture is allowed to warm to room temperature for 3 h, then heated at 45°-50° C. for 3 h. Ethanol and H2O are removed (60 torr, 45° C.) from the reaction mixture. The resulting orange oil is dried (1 torr, room temperature) for 2 h to obtain an oily solid. The oily solid is diluted in H2O (75 mL) and a... Starting materials: CC(=O)[O-], CCO, Cc1cc(Cc2ccc(N)cc2F)n(C)c1C(=O)c1ccc(Cl)cc1, [Na+]. Product: Cc1cc(Cc2ccc(N)cc2F)n(C)c1C(=O)c1ccccc1. RXN SMILES: [CH3:27][C:28](=[O:29])[O-:30].[CH3:31][CH2:32][OH:33].[F:1][c:2]1[cH:3][c:4]([NH2:5])[cH:6][cH:7][c:8]1[CH2:9][c:10]1[n:11]([CH3:25])[c:12]([C:16]([c:17]2[cH:18][cH:19][c:20]([Cl:23])[cH:21][cH:22]2)=[O:24])[c:13]([CH3:15])[cH:14]1.[Na+:26]>>[F:1][c:2]1[cH:3][c:4]([NH2:5])[cH:6][cH:7][c:8]1[CH2:9][c:10]1[n:11]([CH3:25])[c:12]([C:16]([c:17]2[cH:18][cH:19][cH:20][cH:21][cH:22]2)=[O:24])[c:13]([CH3:15])[cH:14]1.